Dataset: the Open Reaction Database (ORD), a public repository of structured organic reaction records. Task: describe an organic reaction: reactants, conditions, products, and yield Starting materials: C1(=CC=CC=C1)C1OC2=CC=C(C=C2CC1)OC=1SC(=CN1)C=O (2-(2-phenyl-chroman-6-yloxy)-thiazole-5-carbaldehyde), N1=CC=C(C=C1)NC (pyridin-4-yl-methylamine), C(#N)[BH3-].[Na+] (sodium cyanoborohydride). Run in O1CCCC1 (tetrahydrofuran), C(C)(=O)O (acetic acid). Conditions: temperature 40 celsius, time 16 hour. Yields the product C1(=CC=CC=C1)C1OC2=CC=C(C=C2CC1)OC=1SC(=CN1)CNCC1=CC=NC=C1 ([2-(2-phenyl-chroman-6-yloxy)-thiazol-5-ylmethyl]-pyridin-4-ylmethyl-amine). Yield: 53.7%. RXN SMILES: [C:1]1([CH:7]2[CH2:16][CH2:15][C:14]3[C:9](=[CH:10][CH:11]=[C:12]([O:17][C:18]4[S:19][C:20]([CH:23]=O)=[CH:21][N:22]=4)[CH:13]=3)[O:8]2)[CH:6]=[CH:5][CH:4]=[CH:3][CH:2]=1.[N:25]1[CH:30]=[CH:29][C:28](NC)=[CH:27][CH:26]=1.[C:33]([BH3-])#[N:34].[Na+]>O1CCCC1.C(O)(=O)C>[C:1]1([CH:7]2[CH2:16][CH2:15][C:14]3[C:9](=[CH:10][CH:11]=[C:12]([O:17][C:18]4[S:19][C:20]([CH2:23][NH:34][CH2:33][C:28]5[CH:27]=[CH:26][N:25]=[CH:30][CH:29]=5)=[CH:21][N:22]=4)[CH:13]=3)[O:8]2)[CH:2]=[CH:3][CH:4]=[CH:5][CH:6]=1 |f:2.3|. Reported procedure: To a suspension of 2-(2-phenyl-chroman-6-yloxy)-thiazole-5-carbaldehyde (54 mg, 0.13 mmol) and pyridin-4-yl-methylamine (17 mg, 0.16 mmol, 1.2 eq) in tetrahydrofuran (3 ml) and acetic acid (0.5 ml) at 0° C. sodium cyanoborohydride (polymer bond, 2.19 mM/g, 137 mg, 0.30 mmol, 2.3 eq) was added and the mixture stirred at 40° C. for 16 h. The reaction mixture was filtered, the volatile components removed under reduced pressure and the remaining residue purified by reversed phase HPLC (water/acetoni... Reactants: N1N=CN=C1 (1,2,4-triazole), BrC(C(C(CCl)(C)C)=O)OC1=CC=C(C=C1)Cl (1-bromo-4-chloro-1-(4-chlorophenoxy)-3,3-dimethyl-butan-2-one), C=1(C(=CC=C2C=CC=CC12)S(=O)(=O)O)S(=O)(=O)O (naphthalenedisulphonic acid). The solvent is C(C)#N (acetonitrile), CC(=O)C (acetone). Reaction conditions: time 30 minute. The product is C1(=CC=CC=2C(=CC=CC12)S(=O)(=O)O)S(=O)(=O)O.ClCC(C(C(N1N=CN=C1)OC1=CC=C(C=C1)Cl)=O)(C)C (4-chloro-1-(4-chlorophenoxy)-3,3-dimethyl-1-(1,2,4-triazol-1-yl)-butan-2-one naphthalene-1,5-disulphonate). Isolated yield 192.6%. As a reaction SMILES: Br[CH:2]([O:10][C:11]1[CH:16]=[CH:15][C:14]([Cl:17])=[CH:13][CH:12]=1)[C:3](=[O:9])[C:4]([CH3:8])([CH3:7])[CH2:5][Cl:6].[NH:18]1[CH:22]=[N:21][CH:20]=[N:19]1.[C:23]1([S:37]([OH:40])(=[O:39])=[O:38])[C:24](S(O)(=O)=O)=[CH:25][CH:26]=[C:27]2[C:32]=1[CH:31]=[CH:30][CH:29]=[CH:28]2>C(#N)C.CC(C)=O>[C:23]1([S:37]([OH:40])(=[O:38])=[O:39])[C:32]2[CH:31]=[CH:30][CH:29]=[C:28]([S:37]([OH:40])(=[O:39])=[O:38])[C:27]=2[CH:26]=[CH:25][CH:24]=1.[Cl:6][CH2:5][C:4]([CH3:8])([CH3:7])[C:3](=[O:9])[CH:2]([O:10][C:11]1[CH:16]=[CH:15][C:14]([Cl:17])=[CH:13][CH:12]=1)[N:18]1[CH:22]=[N:21][CH:20]=[N:19]1 |f:5.6|. Reported procedure: 268.3 g (0.79 mol) of crude 1-bromo-4-chloro-1-(4-chlorophenoxy)-3,3-dimethyl-butan-2-one were dissolved in 2 l of absolute acetonitrile. 190 g (2.7 mol) of 1,2,4-triazole were added thereto and the mixture was heated for 20 hours under reflux. It was then concentrated by distilling off the solvent in vacuo and the residue was taken up in 1,000 ml of methylene chloride. The mixture was washed three times with 250 ml of water at a time, dried over sodium sulphate and again concentrated in vacuo. ... Starting materials: C(C1=CC=CC=C1)ONC(CCCOC1=CC(=CC=C1)C1=CC=C(C=C1)C#N)=O (O-benzyl-4-[3-(4-cyanophenyl)phenoxy]butanohydroxamic acid), ( 100 ), ( 100 ), C(C1=CC=CC=C1)ONC(CCCOC1=CC(=CC=C1)C1=CC=C(C=C1)F)=O (N-benzyloxy-4-[3-(4-fluorophenyl)phenoxy]butyramide), ( 80 ). Yields the product C(#N)C1=CC=C(C=C1)C=1C=C(OCCCC(=O)NO)C=CC1 (4-[3-(4-cyanophenyl)phenoxyl]butanohydroxamic acid). RXN SMILES: C([O:8][NH:9][C:10](=[O:29])[CH2:11][CH2:12][CH2:13][O:14][C:15]1[CH:20]=[CH:19][CH:18]=[C:17]([C:21]2[CH:26]=[CH:25][C:24]([C:27]#[N:28])=[CH:23][CH:22]=2)[CH:16]=1)C1C=CC=CC=1.C(ONC(=O)CCCOC1C=CC=C(C2C=CC(F)=CC=2)C=1)C1C=CC=CC=1>>[C:27]([C:24]1[CH:23]=[CH:22][C:21]([C:17]2[CH:16]=[C:15]([CH:20]=[CH:19][CH:18]=2)[O:14][CH2:13][CH2:12][CH2:11][C:10]([NH:9][OH:8])=[O:29])=[CH:26][CH:25]=1)#[N:28]. Procedure details: The desired compound was prepared according to the method of Example 15, step 4, except substituting O-benzyl-4-[3-(4-cyanophenyl)phenoxy]butanohydroxamic acid, prepared as in step 1, for N-benzyloxy-4-[3-(4-fluorophenyl)phenoxy]butyramide. 1H NMR (DMSO-d6) δ 1.97 (m, 2H), 2.15 (t, 2H, J=7.3 Hz), 4.05 (t, 2H, J=6.2 Hz), 7.01 (m, 1H), 7.29 (m, 2H), 7.42 (t, 1H, J=8.1 Hz), 7.91 (m, 4H), 8.72 (s, 1H), 10.42 (s, 1H). MS (FAB(+)) 297 (M+H+, 95), 264 (80), 102 (100); (FAB(-)) 295 (M-H-, 20), 194 (100)... Reactants: NC1C(N(C2=C(C(=N1)C1=CC=CC=C1)C=CC=C2)C)=O (3(R,S)-amino-1,3-dihydro-1-methyl-5-phenyl-2H-1,4-benzodiazepin-2-one), COC1=C(C=CC=C1)N=C=O (2-methoxyphenylisocyanate). Solvent: O1CCCC1 (tetrahydrofuran). Run at time 8 hour. Yields the product CN1C(C(N=C(C2=C1C=CC=C2)C2=CC=CC=C2)NC(=O)NC2=C(C=CC=C2)OC)=O (N-(2,3-Dihydro-1-methyl-2-oxo-5-phenyl-1H-1,4-benzodiazepin-3-yl)-N'-(2-methoxyphenyl)-urea). As a reaction SMILES: [NH2:1][CH:2]1[N:8]=[C:7]([C:9]2[CH:14]=[CH:13][CH:12]=[CH:11][CH:10]=2)[C:6]2[CH:15]=[CH:16][CH:17]=[CH:18][C:5]=2[N:4]([CH3:19])[C:3]1=[O:20].[CH3:21][O:22][C:23]1[CH:28]=[CH:27][CH:26]=[CH:25][C:24]=1[N:29]=[C:30]=[O:31]>O1CCCC1>[CH3:19][N:4]1[C:5]2[CH:18]=[CH:17][CH:16]=[CH:15][C:6]=2[C:7]([C:9]2[CH:14]=[CH:13][CH:12]=[CH:11][CH:10]=2)=[N:8][CH:2]([NH:1][C:30]([NH:29][C:24]2[CH:25]=[CH:26][CH:27]=[CH:28][C:23]=2[O:22][CH3:21])=[O:31])[C:3]1=[O:20]. Reported procedure: Equimolar amounts of 3(R,S)-amino-1,3-dihydro-1-methyl-5-phenyl-2H-1,4-benzodiazepin-2-one and 2-methoxyphenylisocyanate were mixed in 8 ml of dry tetrahydrofuran at room temperature. The reaction mixture was allowed to stand for 8 hours and was then filtered. The collected solids were washed with tetrahydrofuran and dried in vacuo over P2O5 to give the analytical product: m.p. 258°-260° C.